Dataset: the Open Reaction Database (ORD), a public repository of structured organic reaction records. Task: describe an organic reaction: reactants, conditions, products, and yield Reactants: C1COCCN1, CS(=O)(=O)Cl, CN(C)c1ccncc1, O=C(NCc1ccc(Cl)cc1)c1cnc2c(I)cc(CO)cc2c1O, CN(C)C=O, O, Cc1cc(C)nc(C)c1. The product is O=C(NCc1ccc(Cl)cc1)c1cnc2c(I)cc(CN3CCOCC3)cc2c1O. As a reaction SMILES: [CH2:40]1[CH2:41][O:42][CH2:43][CH2:44][NH:45]1.[CH3:35][S:36](=[O:37])(=[O:38])[Cl:39].[CH3:46][N:47]([c:48]1[cH:49][cH:50][n:51][cH:52][cH:53]1)[CH3:54].[Cl:1][c:2]1[cH:3][cH:4][c:5]([CH2:6][NH:7][C:8](=[O:9])[c:10]2[cH:11][n:12][c:13]3[c:14]([I:23])[cH:15][c:16]([CH2:21][OH:22])[cH:17][c:18]3[c:19]2[OH:20])[cH:24][cH:25]1.[O:55]=[CH:56][N:57]([CH3:58])[CH3:59].[OH2:60].[n:26]1[c:27]([CH3:28])[cH:29][c:30]([CH3:31])[cH:32][c:33]1[CH3:34]>>[Cl:1][c:2]1[cH:3][cH:4][c:5]([CH2:6][NH:7][C:8](=[O:9])[c:10]2[cH:11][n:12][c:13]3[c:14]([I:23])[cH:15][c:16]([CH2:21][N:45]4[CH2:40][CH2:41][O:42][CH2:43][CH2:44]4)[cH:17][c:18]3[c:19]2[OH:20])[cH:24][cH:25]1.